From a dataset of the Open Reaction Database (ORD), a public repository of structured organic reaction records. describe an organic reaction: reactants, conditions, products, and yield Reactants: C(C=C)Br (allyl bromide), N1=CC(=CC=C1)C(O)C1=C(C=C(C=C1)Cl)Cl (3-pyridyl-2,4-dichlorophenylcarbinol), O1CCCC1 (tetrahydrofuran), [H-].[Na+] (sodium hydride). Solvent: O (water). Conditions: temperature 0 celsius, time 1 hour. Yields the product C(C=C)OC(C1=C(C=C(C=C1)Cl)Cl)C=1C=NC=CC1 (3-pyridyl-2,4-dichlorophenylcarbinol allylether). Reaction SMILES: [N:1]1[CH:6]=[CH:5][CH:4]=[C:3]([CH:7]([C:9]2[CH:14]=[CH:13][C:12]([Cl:15])=[CH:11][C:10]=2[Cl:16])[OH:8])[CH:2]=1.O1C[CH2:20][CH2:19][CH2:18]1.[H-].[Na+].C(Br)C=C>O>[CH2:20]([O:8][CH:7]([C:3]1[CH:2]=[N:1][CH:6]=[CH:5][CH:4]=1)[C:9]1[CH:14]=[CH:13][C:12]([Cl:15])=[CH:11][C:10]=1[Cl:16])[CH:19]=[CH2:18] |f:2.3|. Procedure: To a 250 ml single neck round bottom flask equipped with a reflux condensor and an argon inlet was added 3.56 gm of the 3-pyridyl-2,4-dichlorophenylcarbinol and 60 ml of anhydrous tetrahydrofuran. The system was cooled to 0° C. and after cooling 0.37 gm sodium hydride added. The system was stirred for 75 additional minutes and 1.45 ml of allyl bromide was then added. The system was allowed to come to room temperature over 1/2-hour and stirred there for an additional 1 hour. Afterwards the system... The reactants are C1CCNC1, C1CCCCC1, CN1CCC(=O)C1(C)C, O, Cc1ccc(S(=O)(=O)O)cc1. Product: CN1CC=C(N2CCCC2)C1(C)C. As a reaction SMILES: [CH2:10]1[CH2:11][CH2:12][NH:13][CH2:14]1.[CH2:27]1[CH2:28][CH2:29][CH2:30][CH2:31][CH2:32]1.[CH3:1][N:2]1[C:3]([CH3:8])([CH3:9])[C:4](=[O:7])[CH2:5][CH2:6]1.[OH2:15].[c:16]1([CH3:17])[cH:18][cH:19][c:20]([S:21]([OH:22])(=[O:23])=[O:24])[cH:25][cH:26]1>>[CH3:1][N:2]1[C:3]([CH3:8])([CH3:9])[C:4]([N:13]2[CH2:12][CH2:11][CH2:10][CH2:14]2)=[CH:5][CH2:6]1. The reactants are CC(=O)c1c(N)c2cc(-c3ccc(Cl)cc3)c(-c3ccc(Cl)cc3Cl)nc2n(C)c1=O, C1CCOC1, CN(C)C(=O)Cl, [H-], [Na+]. Yields the product CC(=O)c1c(NC(=O)N(C)C)c2cc(-c3ccc(Cl)cc3)c(-c3ccc(Cl)cc3Cl)nc2n(C)c1=O. RXN SMILES: [C:1]([CH3:2])(=[O:3])[c:4]1[c:5](=[O:31])[n:6]([CH3:30])[c:7]2[n:8][c:9](-[c:22]3[c:23]([Cl:29])[cH:24][c:25]([Cl:28])[cH:26][cH:27]3)[c:10](-[c:15]3[cH:16][cH:17][c:18]([Cl:21])[cH:19][cH:20]3)[cH:11][c:12]2[c:13]1[NH2:14].[CH2:40]1[O:41][CH2:42][CH2:43][CH2:44]1.[CH3:34][N:35]([C:36](=[O:37])[Cl:38])[CH3:39].[H-:32].[Na+:33]>>[C:1]([CH3:2])(=[O:3])[c:4]1[c:5](=[O:31])[n:6]([CH3:30])[c:7]2[n:8][c:9](-[c:22]3[c:23]([Cl:29])[cH:24][c:25]([Cl:28])[cH:26][cH:27]3)[c:10](-[c:15]3[cH:16][cH:17][c:18]([Cl:21])[cH:19][cH:20]3)[cH:11][c:12]2[c:13]1[NH:14][C:36]([N:35]([CH3:34])[CH3:39])=[O:37]. Starting materials: NC1=CC=CC=C1 (Aniline), BrC1=C(C=CC=C1)SC ((2-bromophenyl)(methyl)sulfane), COC=1C=CC=C(C1C=2C=CC=CC2P(C3CCCCC3)C4CCCCC4)OC (S-Phos), CC(C)([O-])C.[Na+] (sodium tert-butoxide). The reagents and catalysts are C=1C=CC(=CC1)/C=C/C(=O)/C=C/C2=CC=CC=C2.C=1C=CC(=CC1)/C=C/C(=O)/C=C/C2=CC=CC=C2.C=1C=CC(=CC1)/C=C/C(=O)/C=C/C2=CC=CC=C2.[Pd].[Pd] (Pd2dba3). Run in C1(=CC=CC=C1)C (toluene). Yields the product CSC1=C(NC2=CC=CC=C2)C=CC=C1 (2-(methylthio)-N-phenylaniline). Reaction SMILES: Br[C:2]1[CH:7]=[CH:6][CH:5]=[CH:4][C:3]=1[S:8][CH3:9].COC1C=CC=C(OC)C=1C1C=CC=CC=1P(C1CCCCC1)C1CCCCC1.CC(C)([O-])C.[Na+].[NH2:45][C:46]1[CH:51]=[CH:50][CH:49]=[CH:48][CH:47]=1>C1C=CC(/C=C/C(/C=C/C2C=CC=CC=2)=O)=CC=1.C1C=CC(/C=C/C(/C=C/C2C=CC=CC=2)=O)=CC=1.C1C=CC(/C=C/C(/C=C/C2C=CC=CC=2)=O)=CC=1.[Pd].[Pd].C1(C)C=CC=CC=1>[CH3:9][S:8][C:3]1[CH:4]=[CH:5][CH:6]=[CH:7][C:2]=1[NH:45][C:46]1[CH:51]=[CH:50][CH:49]=[CH:48][CH:47]=1 |f:2.3,5.6.7.8.9|. Procedure details: (2-bromophenyl)(methyl)sulfane (25 g, 123 mmol), Pd2dba3 (6.75 g, 7.38 mmol), S-Phos (6.06 g,14.77 mmol) and sodium tert-butoxide (17.74 g, 185 mmol) were placed in a dry 3 neck flask under N2. The reaction mixture was vacuum evacuated and back filled with N2 three times. Aniline (22.93 g, 246 mmol) and 500 mL toluene were added to the reaction mixture. The reaction mixture was refluxed for 18 hours. The crude reaction mixture was run through a silica gel plug and eluted with toluene. The toluen... Reactants: CC=CCN(CCC)C(=O)OCc1ccccc1, ClCCl, CC[Zn]CC, ICI. Yields the product CCCN(CC1CC1C)C(=O)OCc1ccccc1. RXN SMILES: [CH2:1]([CH:2]=[CH:3][CH3:4])[N:5]([C:6]([O:7][CH2:8][c:9]1[cH:10][cH:11][cH:12][cH:13][cH:14]1)=[O:15])[CH2:16][CH2:17][CH3:18].[CH2:27]([Cl:28])[Cl:29].[CH3:19][CH2:20][Zn:21][CH2:22][CH3:23].[I:24][CH2:25][I:26]>>[CH2:1]([CH:2]1[CH:3]([CH3:4])[CH2:19]1)[N:5]([C:6]([O:7][CH2:8][c:9]1[cH:10][cH:11][cH:12][cH:13][cH:14]1)=[O:15])[CH2:16][CH2:17][CH3:18].